This data is from the Open Reaction Database (ORD), a public repository of structured organic reaction records. The task is: describe an organic reaction: reactants, conditions, products, and yield Reactants: COC(=O)CCC(CC(=O)OC)C(=O)OC, Cc1ccc(C)cc1, CO, [H-], [Na+], O. Product: COC(=O)C1CCC(=O)C1C(=O)OC. RXN SMILES: [C:3](=[O:4])([O:5][CH3:6])[CH2:7][CH:8]([CH2:9][CH2:10][C:11]([O:13][CH3:12])=[O:14])[C:15](=[O:16])[O:17][CH3:18].[CH3:19][c:20]1[cH:21][cH:22][c:23]([CH3:24])[cH:25][cH:26]1.[CH3:27][OH:28].[H-:1].[Na+:2].[OH2:29]>>[C:3](=[O:4])([O:5][CH3:6])[CH:7]1[CH:8]([C:15](=[O:16])[O:17][CH3:18])[CH2:9][CH2:10][C:11]1=[O:13]. The solvent is O1CCOCC1.O (1,4-dioxane water). Isolated yield 98.8%. Procedure: To a solution of methyl 2-(3-((5-methylisoxazol-3-yl)oxy)azetidin-1-yl)-5-(trifluoromethyl)nicotinate (D88) (20 mg, 0.056 mmol) in 1,4-dioxane/water (3 ml/1 ml), lithium hydroxide monohydrate (3.52 mg, 0.084 mmol) and the resulting mixture was heated at 130° C. under microwave irradiation 10 min (2 cycles of 5 min each). Solvents were evaporated in vacuo and the residue was taken in a mixture water/1M HCl (5 ml/15 ml) and extracted with ethyl acetate (3×20 ml). Collected organics, after solvent ... The product is CC1=CC(=NO1)OC1CN(C1)C1=C(C(=O)O)C=C(C=N1)C(F)(F)F (2-(3-((5-methylisoxazol-3-yl)oxy)azetidin-1-yl)-5-(trifluoromethyl)nicotinic acid). The reactants are CC1=CC(=NO1)OC1CN(C1)C1=C(C(=O)OC)C=C(C=N1)C(F)(F)F (methyl 2-(3-((5-methylisoxazol-3-yl)oxy)azetidin-1-yl)-5-(trifluoromethyl)nicotinate), O.[OH-].[Li+] (lithium hydroxide monohydrate). Reaction SMILES: [CH3:1][C:2]1[O:6][N:5]=[C:4]([O:7][CH:8]2[CH2:11][N:10]([C:12]3[N:21]=[CH:20][C:19]([C:22]([F:25])([F:24])[F:23])=[CH:18][C:13]=3[C:14]([O:16]C)=[O:15])[CH2:9]2)[CH:3]=1.O.[OH-].[Li+]>O1CCOCC1.O>[CH3:1][C:2]1[O:6][N:5]=[C:4]([O:7][CH:8]2[CH2:11][N:10]([C:12]3[N:21]=[CH:20][C:19]([C:22]([F:25])([F:23])[F:24])=[CH:18][C:13]=3[C:14]([OH:16])=[O:15])[CH2:9]2)[CH:3]=1 |f:1.2.3,4.5|.